The task is: describe an organic reaction: reactants, conditions, products, and yield. This data is from the Open Reaction Database (ORD), a public repository of structured organic reaction records. The reactants are ClC1=CC2=C(C=N1)C=NN2C2=CC=CC(=N2)N2CCN(CC2)C(=O)OC(C)(C)C (tert-butyl 4-[6-(6-chloropyrazolo[4,3-c]pyridin-1-yl)-2-pyridyl]piperazine-1-carboxylate), palladium(0)tetrakis(triphenylphosphine), C(CCC)[Sn](C1=CC(=NS1)C)(CCCC)CCCC (tributyl-(3-methylisothiazol-5-yl)stannane). The product is CC1=NSC(=C1)C1=CC2=C(C=N1)C=NN2C2=CC=CC(=N2)N2CCN(CC2)C(=O)OC(C)(C)C (tert-butyl 4-[6-[6-(3-methylisothiazol-5-yl)pyrazolo[4,3-c]pyridin-1-yl]-2-pyridyl]piperazine-1-carboxylate). As a reaction SMILES: Cl[C:2]1[N:7]=[CH:6][C:5]2[CH:8]=[N:9][N:10]([C:11]3[N:16]=[C:15]([N:17]4[CH2:22][CH2:21][N:20]([C:23]([O:25][C:26]([CH3:29])([CH3:28])[CH3:27])=[O:24])[CH2:19][CH2:18]4)[CH:14]=[CH:13][CH:12]=3)[C:4]=2[CH:3]=1.C([Sn](CCCC)(CCCC)[C:35]1[S:39][N:38]=[C:37]([CH3:40])[CH:36]=1)CCC>CN(C)C(=O)C>[CH3:40][C:37]1[CH:36]=[C:35]([C:2]2[N:7]=[CH:6][C:5]3[CH:8]=[N:9][N:10]([C:11]4[N:16]=[C:15]([N:17]5[CH2:22][CH2:21][N:20]([C:23]([O:25][C:26]([CH3:29])([CH3:27])[CH3:28])=[O:24])[CH2:19][CH2:18]5)[CH:14]=[CH:13][CH:12]=4)[C:4]=3[CH:3]=2)[S:39][N:38]=1. The solvent is CN(C(C)=O)C (N,N-dimethylacetamide). Isolated yield 46.9%. Run at temperature 150 celsius. Reported procedure: A solution of tert-butyl 4-[6-(6-chloropyrazolo[4,3-c]pyridin-1-yl)-2-pyridyl]piperazine-1-carboxylate (120 mg, 0.290 mmol) and palladium(0)tetrakis(triphenylphosphine) (34 mg, 0.0290 mmol) in N,N-dimethylacetamide 1.0 mL was added tributyl-(3-methylisothiazol-5-yl)stannane (224 mg, 0.579 mmol). The reaction mixture heated at 150° C. for 45 min in a microwave (Biotage Inc.). The reaction mixture was filtered through celite and concentrated. The crude product was diluted with EtOAc then washed wi... Starting materials: Cl, COc1c(C)c(C)c2c(c1C)CCC(C)(CCO)O2, Cc1ccc(S(=O)(=O)Cl)cc1, c1ccncc1. Yields the product COc1c(C)c(C)c2c(c1C)CCC(C)(CCOS(=O)(=O)c1ccc(C)cc1)O2. As a reaction SMILES: [ClH:31].[OH:1][CH2:2][CH2:3][C:4]1([CH3:19])[O:5][c:6]2[c:7]([c:10]([CH3:18])[c:11]([O:16][CH3:17])[c:12]([CH3:15])[c:13]2[CH3:14])[CH2:8][CH2:9]1.[c:20]1([CH3:30])[cH:21][cH:22][c:23]([S:26](=[O:27])(=[O:28])[Cl:29])[cH:24][cH:25]1.[cH:32]1[cH:33][cH:34][n:35][cH:36][cH:37]1>>[O:1]([CH2:2][CH2:3][C:4]1([CH3:19])[O:5][c:6]2[c:7]([c:10]([CH3:18])[c:11]([O:16][CH3:17])[c:12]([CH3:15])[c:13]2[CH3:14])[CH2:8][CH2:9]1)[S:26]([c:23]1[cH:22][cH:21][c:20]([CH3:30])[cH:25][cH:24]1)(=[O:27])=[O:28].